Dataset: the Open Reaction Database (ORD), a public repository of structured organic reaction records. Task: describe an organic reaction: reactants, conditions, products, and yield The reactants are C(C)(=O)OCC (ethyl acetate), COC1=CC=2CC3=CC=CC=C3C2C=C1 (2-methoxyfluorene), C(CCC)[Li] (n-butyl lithium). Run in O (water), C1CCOC1 (THF). Conditions: time 15 minute. Product: COC1=CC=2C(C3=CC=CC=C3C2C=C1)C(=O)O (2-methoxy-9-fluorenecarboxylic acid). Isolated yield 66.7%. RXN SMILES: [CH3:1][O:2][C:3]1[CH:15]=[CH:14][C:13]2[C:12]3[C:7](=[CH:8][CH:9]=[CH:10][CH:11]=3)[CH2:6][C:5]=2[CH:4]=1.C([Li])CCC.[C:21]([O:24]CC)(=[O:23])C>C1COCC1.O>[CH3:1][O:2][C:3]1[CH:15]=[CH:14][C:13]2[C:12]3[C:7](=[CH:8][CH:9]=[CH:10][CH:11]=3)[CH:6]([C:21]([OH:24])=[O:23])[C:5]=2[CH:4]=1. Reported procedure: A solution of 2-methoxyfluorene (2.7 g, 13.8 mmol) in 50 mL of THF at -78° C. was charged with n-butyl lithium (0.93 g, 14.5 mmol). The reaction mixture was stirred for 15 min then CO, gaseous (5 g, 113.6 mmol) was introduced via cannula over a period of 15 min at -78° C. The reaction mixture was warmed up to room temperature and stirred for additional 2 hr until a colorless solution was obtained. The reaction mixture was diluted with 100 mL of water and 100 mL of ethyl acetate. The layers were ... The reactants are C1CCOC1, Cl, COC(=O)c1ccc2c(ccn2-c2ccc(F)cc2)c1, [Li+], [OH-], O, O. Yields the product O=C(O)c1ccc2c(ccn2-c2ccc(F)cc2)c1. As a reaction SMILES: [CH2:25]1[O:26][CH2:27][CH2:28][CH2:29]1.[ClH:24].[F:1][c:2]1[cH:3][cH:4][c:5](-[n:8]2[cH:9][cH:10][c:11]3[cH:12][c:13]([C:17](=[O:18])[O:19][CH3:20])[cH:14][cH:15][c:16]23)[cH:6][cH:7]1.[Li+:22].[OH-:21].[OH2:23].[OH2:30]>>[F:1][c:2]1[cH:3][cH:4][c:5](-[n:8]2[cH:9][cH:10][c:11]3[cH:12][c:13]([C:17](=[O:18])[OH:19])[cH:14][cH:15][c:16]23)[cH:6][cH:7]1.